Dataset: the Open Reaction Database (ORD), a public repository of structured organic reaction records. Task: describe an organic reaction: reactants, conditions, products, and yield As a reaction SMILES: [C:1]1([C:7]2([N:14]3[CH2:19][CH2:18][CH:17]([N:20]4[C:24]5[CH:25]=[CH:26][CH:27]=[CH:28][C:23]=5[NH:22][C:21]4=[O:29])[CH2:16][CH2:15]3)[CH2:13][CH2:12][CH2:11][CH2:10][CH2:9][CH2:8]2)[CH:6]=[CH:5][CH:4]=[CH:3][CH:2]=1.CC([O-])(C)C.[K+].[C:36]([O:40][C:41]([NH:43][CH2:44][CH2:45]Br)=[O:42])([CH3:39])([CH3:38])[CH3:37].[Na+].[I-]>CN(C=O)C.C1COCC1>[O:29]=[C:21]1[N:22]([CH2:45][CH2:44][NH:43][C:41](=[O:42])[O:40][C:36]([CH3:39])([CH3:38])[CH3:37])[C:23]2[CH:28]=[CH:27][CH:26]=[CH:25][C:24]=2[N:20]1[CH:17]1[CH2:18][CH2:19][N:14]([C:7]2([C:1]3[CH:2]=[CH:3][CH:4]=[CH:5][CH:6]=3)[CH2:13][CH2:12][CH2:11][CH2:10][CH2:9][CH2:8]2)[CH2:15][CH2:16]1 |f:1.2,4.5|. Yields the product O=C1N(C2=C(N1CCNC(OC(C)(C)C)=O)C=CC=C2)C2CCN(CC2)C2(CCCCCC2)C2=CC=CC=C2 (t-Butyl N-(2-{2-Oxo-3-[1-(1-phenylcycloheptyl)-4-piperidinyl]2,3-dihydro-1H-benzimidazol-1-yl}ethyl)carbamate). The yield is 71.6%. Reactants: [Na+].[I-] (NaI), C1(=CC=CC=C1)C1(CCCCCC1)N1CCC(CC1)N1C(NC2=C1C=CC=C2)=O (1-[1-(1-phenylcycloheptyl)-4-piperidyl]-1,3-dihydro-2H-1,3-benzimidazol-2-one), CC(C)(C)[O-].[K+] (t-BuOK), C(C)(C)(C)OC(=O)NCCBr (N-(t-butoxycarbonyl)-2-bromoethylamine). Procedure details: To a stirred mixture of 1-[1-(1-phenylcycloheptyl)-4-piperidyl]-1,3-dihydro-2H-1,3-benzimidazol-2-one (100 mg, 0.257 mmol, this was prepared as Example 17) and THF (2 ml) was added t-BuOK (35 mg, 0.308 mmol) at 0° C. Then N-(t-butoxycarbonyl)-2-bromoethylamine (86 mg. 0.385 mmol, this was reported by E. Vedejs et al. J. Org. Chem. 1988, 33, 2226-2232). NaI (8 mg, 0.0513 mmol), and DMF (0.5 ml) were added to the reaction mixture. After 8 h stirring at 60° C., the reaction mixture was concentrated... Run in CN(C)C=O (DMF), C1CCOC1 (THF). Conditions: temperature 60 celsius, time 8 hour. The reactants are O=C1c2ccccc2C(=O)N1CCBr, CO, Nc1ccc(Cl)nc1. Product: O=C1c2ccccc2C(=O)N1CCNc1ccc(Cl)nc1. As a reaction SMILES: [Br:9][CH2:10][CH2:11][N:12]1[C:13](=[O:22])[c:14]2[c:15]([cH:18][cH:19][cH:20][cH:21]2)[C:16]1=[O:17].[CH3:23][OH:24].[Cl:1][c:2]1[n:3][cH:4][c:5]([NH2:8])[cH:6][cH:7]1>>[Cl:1][c:2]1[n:3][cH:4][c:5]([NH:8][CH2:10][CH2:11][N:12]2[C:13](=[O:22])[c:14]3[c:15]([cH:18][cH:19][cH:20][cH:21]3)[C:16]2=[O:17])[cH:6][cH:7]1.